This data is from the Open Reaction Database (ORD), a public repository of structured organic reaction records. The task is: describe an organic reaction: reactants, conditions, products, and yield The reactants are NC1=NC(=CC=C1)N (2,6-diaminopyridine), FC1=CC=C(C(=O)Cl)C=C1 (4-fluorobenzoyl chloride). The solvent is O1CCOCC1 (dioxane). Run at temperature 0 celsius, time 40 minute. The product is NC1=CC=CC(=N1)NC(C1=CC=C(C=C1)F)=O (N-(6-Amino-pyridin-2-yl)-4-fluoro-benzamide), solid. The yield is 100.0%. RXN SMILES: [NH2:1][C:2]1[CH:7]=[CH:6][CH:5]=[C:4]([NH2:8])[N:3]=1.[F:9][C:10]1[CH:18]=[CH:17][C:13]([C:14](Cl)=[O:15])=[CH:12][CH:11]=1>O1CCOCC1>[NH2:8][C:4]1[N:3]=[C:2]([NH:1][C:14](=[O:15])[C:13]2[CH:17]=[CH:18][C:10]([F:9])=[CH:11][CH:12]=2)[CH:7]=[CH:6][CH:5]=1. Procedure details: Dissolve 2,6-diaminopyridine (1.637 g, 15 mmol) in dioxane (15 mL) and cool to 0° C. for 10 min. Add 4-fluorobenzoyl chloride (793 mg, 0.59 mL, 5.0 mmol) slowly. After 40 min, remove ice bath and stir the reaction at room temperature. Use the work-up and purification procedures described in Preparation 43 to provide N-(6-Amino-pyridin-2-yl)-4-fluoro-benzamide as a slightly yellow solid (1.170 g, 100%): mass specturm (ion spray): m/z=232.0 (M+1).